The task is: describe an organic reaction: reactants, conditions, products, and yield. This data is from the Open Reaction Database (ORD), a public repository of structured organic reaction records. The reactants are CN(C=1C=CC(=NC1)NC(CC1=C(C=C(C=C1)O)OC)=O)C (N-(5-dimethylaminopyridin-2-yl)-2-(4-hydroxy-2-methoxyphenyl)acetamide), ClC1=NC=NC2=CC(=C(C=C12)OC)OCCOC (4-chloro-7-(2-methoxyethoxy)-6-methoxyquinazoline). Product: CN(C=1C=CC(=NC1)NC(CC1=C(C=C(C=C1)OC1=NC=NC2=CC(=C(C=C12)OC)OCCOC)OC)=O)C (N-(5-dimethylaminopyridin-2-yl)-2-{4-[7-(2-methoxyethoxy)-6-methoxyquinazolin-4-yloxy]-2-methoxyphenyl}acetamide). The yield is 74.0%. RXN SMILES: [CH3:1][N:2]([CH3:22])[C:3]1[CH:4]=[CH:5][C:6]([NH:9][C:10](=[O:21])[CH2:11][C:12]2[CH:17]=[CH:16][C:15]([OH:18])=[CH:14][C:13]=2[O:19][CH3:20])=[N:7][CH:8]=1.Cl[C:24]1[C:33]2[C:28](=[CH:29][C:30]([O:36][CH2:37][CH2:38][O:39][CH3:40])=[C:31]([O:34][CH3:35])[CH:32]=2)[N:27]=[CH:26][N:25]=1>>[CH3:22][N:2]([CH3:1])[C:3]1[CH:4]=[CH:5][C:6]([NH:9][C:10](=[O:21])[CH2:11][C:12]2[CH:17]=[CH:16][C:15]([O:18][C:24]3[C:33]4[C:28](=[CH:29][C:30]([O:36][CH2:37][CH2:38][O:39][CH3:40])=[C:31]([O:34][CH3:35])[CH:32]=4)[N:27]=[CH:26][N:25]=3)=[CH:14][C:13]=2[O:19][CH3:20])=[N:7][CH:8]=1. Reported procedure: Using an analogous procedure to that described in Example 15, N-(5-dimethylaminopyridin-2-yl)-2-(4-hydroxy-2-methoxyphenyl)acetamide was reacted with 4-chloro-7-(2-methoxyethoxy)-6-methoxyquinazoline. There was thus obtained the title compound in 74% yield; 1H NMR: (CDCl3) 2.93 (s, 6H), 3.5 (s, 3H), 3.75 (s, 2H), 3.88-3.93 (m, 2H), 3.91 (s, 3H), 4.05 (s, 3H), 4.32-4.38 (m, 2H), 6.86 (s, 1H), 6.87 (m, 1H), 7.10 (m, 1H), 7.33 (s, 1H), 7.4 (d, 1H), 7.53 (d, 1H), 7.73 (d, 1H), 8.09 (d, 1H), 8.18 (br... Starting materials: Cc1c(C)c(Br)c2c(c1C)C(=O)C(C)C2, CC(C)(C)c1ccc(B(O)O)cc1, CC(=O)[O-], CC(=O)[O-], [Na+], [Na+], O=C([O-])[O-], O, OCCO, [Pd+2]. The product is Cc1c(C)c2c(c(-c3ccc(C(C)(C)C)cc3)c1C)CC(C)C2=O. RXN SMILES: [Br:1][c:2]1[c:3]2[c:7]([c:8]([CH3:13])[c:9]([CH3:12])[c:10]1[CH3:11])[C:6](=[O:14])[CH:5]([CH3:15])[CH2:4]2.[C:16]([CH3:17])([CH3:18])([CH3:19])[c:20]1[cH:21][cH:22][c:23]([B:26]([OH:27])[OH:28])[cH:24][cH:25]1.[C:40]([O-:41])(=[O:42])[CH3:43].[C:45]([O-:46])(=[O:47])[CH3:48].[Na+:29].[Na+:30].[O-:31][C:32](=[O:33])[O-:34].[OH2:39].[OH:35][CH2:36][CH2:37][OH:38].[Pd+2:44]>>[c:2]1(-[c:23]2[cH:22][cH:21][c:20]([C:16]([CH3:17])([CH3:18])[CH3:19])[cH:25][cH:24]2)[c:3]2[c:7]([c:8]([CH3:13])[c:9]([CH3:12])[c:10]1[CH3:11])[C:6](=[O:14])[CH:5]([CH3:15])[CH2:4]2. The reactants are ClCCCC(C#N)(C1=CC=C(C=C1)F)C1=CC=C(C=C1)F (α-(3-chloropropyl)-4-fluoro-α-(4-fluorophenyl)benzeneacetonitrile), S(O)(O)(=O)=O (sulfuric acid), O (water). Solvent: C(C)(=O)O (acetic acid). Yields the product FC1=CC=C(C=C1)C1(C(OCCC1)=O)C1=CC=C(C=C1)F (3,3-bis(4-fluorophenyl)tetrahydro-2H-pyran-2-one). RXN SMILES: Cl[CH2:2][CH2:3][CH2:4][C:5]([C:15]1[CH:20]=[CH:19][C:18]([F:21])=[CH:17][CH:16]=1)([C:8]1[CH:13]=[CH:12][C:11]([F:14])=[CH:10][CH:9]=1)[C:6]#N.S(=O)(=O)(O)[OH:23].[OH2:27]>C(O)(=O)C>[F:14][C:11]1[CH:12]=[CH:13][C:8]([C:5]2([C:15]3[CH:20]=[CH:19][C:18]([F:21])=[CH:17][CH:16]=3)[CH2:4][CH2:3][CH2:2][O:27][C:6]2=[O:23])=[CH:9][CH:10]=1. Reported procedure: A mixture of 3 parts of α-(3-chloropropyl)-4-fluoro-α-(4-fluorophenyl)benzeneacetonitrile, 92 parts of concentrated sulfuric acid, 50 parts of water and 50 parts of acetic acid was stirred and refluxed for 24 hours. The reaction mixture was concentrated to about 100 parts and the product was extracted with methylbenzene. The extract was washed with water, dried, filtered and evaporated. The residue was suspended in petroleumether. The product was filtered off and crystallized from 2,2'-oxybispro...